Dataset: the Open Reaction Database (ORD), a public repository of structured organic reaction records. Task: describe an organic reaction: reactants, conditions, products, and yield Yields the product [I-].C(C)(=O)NCC1=CC=[N+](C=C1)CC (4-acetylaminomethyl-1-ethylpyridinium iodide). As a reaction SMILES: [C:1]([NH:4][CH2:5][C:6]1[CH:11]=[CH:10][N:9]=[CH:8][CH:7]=1)(=[O:3])[CH3:2].[CH2:12]([I:14])[CH3:13]>CC(C)=O>[I-:14].[C:1]([NH:4][CH2:5][C:6]1[CH:7]=[CH:8][N+:9]([CH2:12][CH3:13])=[CH:10][CH:11]=1)(=[O:3])[CH3:2] |f:3.4|. The reactants are C(C)(=O)NCC1=CC=NC=C1 (4-acetylaminomethylpyridine), C(C)I (ethyl iodide). Procedure details: A solution of 4-acetylaminomethylpyridine (22.40 g) and ethyl iodide (17.9 ml) in acetone (300 ml) was heated under reflux for 24 hours and then the solvent was evaporated in vacuo. The residue was washed with a mixture of n-hexane, ethyl acetate and ethanol to give very hygroscopic 4-acetylaminomethyl-1-ethylpyridinium iodide (42.18 g), which was used without further purification. The solvent is CC(=O)C (acetone). Reactants: ClP1(OCCO1)=O (2-chloro-2-oxo-1,3,2-dioxaphospholane), C([O-])([O-])=O.[Na+].[Na+] (sodium carbonate), CN(C)C (trimethylamine), NN (Hydrazine), OCCN1C(C=2C(C1=O)=CC=CC2)=O (N-(2-hydroxyethyl)phthalimide), Cl (hydrochloric acid). Solvent: C(Cl)(Cl)Cl (chloroform), C(C)#N (acetonitrile). Conditions: time 2 hour. Product: [OH-].NCCOP(=O)(OCC[N+](C)(C)C)O (2-[(2-aminoethoxyhydroxyphosphinyl)oxy]-N,N,N-trimethylethanaminium hydroxide). As a reaction SMILES: Cl[P:2]1(=[O:7])[O:6]C[CH2:4][O:3]1.[C:8](=O)([O-])[O-].[Na+].[Na+].[OH:14][CH2:15][CH2:16][N:17]1[C:21](=O)C2=CC=CC=C2[C:18]1=O.C[N:29]([CH3:31])C.NN.Cl>C(#N)C.C(Cl)(Cl)Cl>[OH-:3].[NH2:29][CH2:31][CH2:4][O:3][P:2]([OH:7])([O:14][CH2:15][CH2:16][N+:17]([CH3:18])([CH3:21])[CH3:8])=[O:6] |f:1.2.3,10.11|. Procedure details: To a solution of 2-chloro-2-oxo-1,3,2-dioxaphospholane (30 g,211 mmol) in dry acetonitrile (400 ml) containing anhydrous sodium carbonate (270 mg) was added N-(2-hydroxyethyl)phthalimide (40.3 g, 211 mmol). Anhydrous chloroform was added until all the organic material was solubilised, after which the mixture was stirred at room temperature for two hours. The solvents were removed under reduced pressure and the residue was dissolved in dry acetonitrile (100 ml) which was added to frozen trimethyl... The reactants are [Li]C (MeLi), ClC1=C(C(=NC2=CC=C(C=C12)C(=O)C1=CN=CN1C)OC)CC1=CC=C(C=C1)C(F)(F)F ((4-chloro-2-methoxy-3-(4-(trifluoromethyl)benzyl)quinolin-6-yl)(1-methyl-1H-imidazol-5-yl)methanone), ClC1=C(C(=NC2=CC=C(C=C12)C(=O)C1=CN=CN1C)OC)CC1=CC=C(C=C1)C(F)(F)F ((4-chloro-2-methoxy-3-(4-(trifluoromethyl)benzyl)quinolin-6-yl)(1-methyl-1H-imidazol-5-yl)methanone), CC#N.C(=O)=O (CH3CN CO2). Solvent: C1CCOC1 (THF). Reaction conditions: time 30 minute. Product: ClC1=C(C(=NC2=CC=C(C=C12)C(C)(O)C1=CN=CN1C)OC)CC1=CC=C(C=C1)C(F)(F)F (1-(4-Chloro-2-methoxy-3-(4-(trifluoromethyl)benzyl)quinolin-6-yl)-1-(1-methyl-1H-imidazol-5-yl)ethanol). RXN SMILES: [Cl:1][C:2]1[C:11]2[C:6](=[CH:7][CH:8]=[C:9]([C:12]([C:14]3[N:18]([CH3:19])[CH:17]=[N:16][CH:15]=3)=[O:13])[CH:10]=2)[N:5]=[C:4]([O:20][CH3:21])[C:3]=1[CH2:22][C:23]1[CH:28]=[CH:27][C:26]([C:29]([F:32])([F:31])[F:30])=[CH:25][CH:24]=1.[CH3:33]C#N.C(=O)=O.[Li]C>C1COCC1>[Cl:1][C:2]1[C:11]2[C:6](=[CH:7][CH:8]=[C:9]([C:12]([C:14]3[N:18]([CH3:19])[CH:17]=[N:16][CH:15]=3)([OH:13])[CH3:33])[CH:10]=2)[N:5]=[C:4]([O:20][CH3:21])[C:3]=1[CH2:22][C:23]1[CH:24]=[CH:25][C:26]([C:29]([F:30])([F:32])[F:31])=[CH:27][CH:28]=1 |f:1.2|. Procedure: To a flask containing (4-chloro-2-methoxy-3-(4-(trifluoromethyl)benzyl)quinolin-6-yl)(1-methyl-1H-imidazol-5-yl)methanone (400 mg, 0.87 mmol, Intermediate 12: step b) was added THF (20 mL) and the solution was cooled to −43° C. (CH3CN—CO2). MeLi (1.6 M in Et2O, 0.63 mL, 1.01 mmol) was then introduced. After 30 minutes, the reaction mixture was quenched with saturated aqueous NH4Cl solution. The aqueous portion was extracted with EtOAc (4×30 mL) and the combined organics were washed with brine, d... The reactants are S1C=NC2=C1C=C(C=C2)NC2=NC=C(C(=O)OCC)C(=C2)NC(C)C (ethyl 6-(benzo[d]thiazol-6-ylamino)-4-(isopropylamino)nicotinate), Solvent B, Solvent B, C(C)#N (ACN), Solvent A, C(=O)(C(F)(F)F)O (TFA), C(=O)(C(F)(F)F)O (TFA), Solvent A, C(=O)(C(F)(F)F)O (TFA), C(C)#N (ACN), C(=O)(C(F)(F)F)O (TFA), CO (MeOH), CO (MeOH). Solvent: O (H2O), O (H2O), O (H2O), O (H2O). Run at time 3 minute. Yields the product S1C=NC2=C1C=C(C=C2)NC2=NC=C(C(=C2)NC(C)C)C2=CN=CO2 (N2-(benzo[d]thiazol-6-yl)-N4-isopropyl-5-(oxazol-5-yl)pyridine-2,4-diamine). RXN SMILES: [S:1]1[C:5]2[CH:6]=[C:7]([NH:10][C:11]3[CH:21]=[C:20]([NH:22][CH:23]([CH3:25])[CH3:24])[C:14](C(OCC)=O)=[CH:13][N:12]=3)[CH:8]=[CH:9][C:4]=2[N:3]=[CH:2]1.CO.[C:28](O)([C:30](F)(F)F)=[O:29].[C:35](#[N:37])C>O>[S:1]1[C:5]2[CH:6]=[C:7]([NH:10][C:11]3[CH:21]=[C:20]([NH:22][CH:23]([CH3:25])[CH3:24])[C:14]([C:28]4[O:29][CH:35]=[N:37][CH:30]=4)=[CH:13][N:12]=3)[CH:8]=[CH:9][C:4]=2[N:3]=[CH:2]1. Procedure details: Followed the procedure as mentioned in the synthesis of compound 3. 1H NMR: 400 MHz, DMSO-d6: δ 1.25 (d, J=6.40 Hz, 6H), 3.63-3.70 (m, 1H), 5.39 (d, J=7.60 Hz, 1H), 6.16 (s, 1H), 7.36 (s, 1H), 7.58 (dd, J=2.40, 8.80 Hz, 1H), 7.94 (d, J=8.80 Hz, 1H), 8.07 (s, 1H), 8.42 (s, 1H), 8.72 (d, J=2.00 Hz, 1H), 9.14 (s, 1H), 9.23 (s, 1H) LC/MS: ZORBAX SB C18, 4.6×50 mm, 5 μm; Solvent A=10% MeOH: 90% H2O: 0.1% TFA; Solvent B=90% MeOH: 10% H2O: 0.1% TFA; gradient 0-100% B over 2 min (3 min run time); retent... Run in COCCOC (DME), COCCOC (DME). Run at time 30 minute. Starting materials: BrCC(=O)C=1NC=CC1 (2-Bromo-1-(1H-pyrrol-2-yl)-ethanone), [Na+].[I-] (NaI), C(CC(=O)OCC)(=O)OCC (diethyl malonate), [H-].[Na+] (NaH), [Br-].[Na+].[I-] (bromide NaI), [Cl-].[NH4+] (ammonium chloride). Product: C(C)OC(C(C(=O)OCC)C(=O)C=1NC=CC1)=O (2-(1H-pyrrole-2-carbonyl)-malonic acid diethyl ester). Reported procedure: 2-Bromo-1-(1H-pyrrol-2-yl)-ethanone (1.00 mmol, 0.19 g) in DME (3 ml) was treated with NaI (1.00 mmol, 0.15 g), and stirred vigorously for 30 minutes. A solution of diethyl malonate (1.50 mmol, 0.2 ml), NaH (1.00 mmol, 40 mg of 60% in oil), and DME (3 ml) was added to the bromide-NaI mixture, and held at room temperature overnight. Saturated aqueous ammonium chloride (10 ml) was added, then the mixture was extracted with ethyl acetate (2×25 ml). The combined organic extracts washed with brine (2... As a reaction SMILES: BrC[C:3]([C:5]1[NH:6][CH:7]=[CH:8][CH:9]=1)=[O:4].[Na+].[I-].[C:12]([O:20][CH2:21][CH3:22])(=[O:19])[CH2:13][C:14]([O:16][CH2:17][CH3:18])=[O:15].[H-].[Na+].[Br-].[Na+].[I-].[Cl-].[NH4+]>COCCOC>[CH2:21]([O:20][C:12](=[O:19])[CH:13]([C:3]([C:5]1[NH:6][CH:7]=[CH:8][CH:9]=1)=[O:4])[C:14]([O:16][CH2:17][CH3:18])=[O:15])[CH3:22] |f:1.2,4.5,6.7.8,9.10|. The yield is 82.9%.